From a dataset of the Open Reaction Database (ORD), a public repository of structured organic reaction records. describe an organic reaction: reactants, conditions, products, and yield The reactants are Cl.Cl.C(C)C1(CNC1)N(C)C (3-ethyl-N,N-dimethyl-3-azetidinamine dihydrochloride), N1CCCC1 (pyrrolidine). The product is Cl.Cl.C(C)C1(CNC1)N1CCCC1 (1-(3-Ethyl-3-azetidinyl)pyrrolidine dihydrochloride). RXN SMILES: [ClH:1].Cl.[CH2:3]([C:5]1([N:9]([CH3:11])[CH3:10])[CH2:8][NH:7][CH2:6]1)[CH3:4].N1CC[CH2:14][CH2:13]1>>[ClH:1].[ClH:1].[CH2:3]([C:5]1([N:9]2[CH2:11][CH2:14][CH2:13][CH2:10]2)[CH2:8][NH:7][CH2:6]1)[CH3:4] |f:0.1.2,4.5.6|. Reported procedure: 1-(3-Ethyl-3-azetidinyl)pyrrolidine dihydrochloride was prepared according to the procedure described for the preparation of 3-ethyl-N,N-dimethyl-3-azetidinamine dihydrochloride (Example 211), utilizing pyrrolidine in place of dimethylamine in Part A. LCMS: (M+H)+ 155.1. The reactants are CCN(CC)c1cccc(CNC(=O)OC(C)(C)C)c1, CO, Cl. Product: CCN(CC)c1cccc(CN)c1. Reaction SMILES: [CH2:4]([CH3:5])[N:6]([c:7]1[cH:8][c:9]([CH2:10][NH:11][C:12](=[O:13])[O:14][C:15]([CH3:16])([CH3:17])[CH3:18])[cH:19][cH:20][cH:21]1)[CH2:22][CH3:23].[CH3:1][OH:2].[ClH:3]>>[CH2:4]([CH3:5])[N:6]([c:7]1[cH:8][c:9]([CH2:10][NH2:11])[cH:19][cH:20][cH:21]1)[CH2:22][CH3:23]. The product is O=[N+]([O-])c1ccc(Oc2ccc(I)cc2)nc1. Reactants: Cc1ccccc1, O=[N+]([O-])c1ccc(Cl)nc1, Cl, Oc1ccc(I)cc1, [Na+], [OH-]. As a reaction SMILES: [CH3:22][c:23]1[cH:24][cH:25][cH:26][cH:27][cH:28]1.[Cl:1][c:2]1[n:3][cH:4][c:5]([N+:8](=[O:9])[O-:10])[cH:6][cH:7]1.[ClH:21].[I:11][c:12]1[cH:13][cH:14][c:15]([OH:18])[cH:16][cH:17]1.[Na+:20].[OH-:19]>>[c:2]1([O:18][c:15]2[cH:14][cH:13][c:12]([I:11])[cH:17][cH:16]2)[n:3][cH:4][c:5]([N+:8](=[O:9])[O-:10])[cH:6][cH:7]1. The solvent is CS(=O)C (dimethyl sulfoxide), O (water). Procedure: 0.47 g of the compound obtained in Example 13a, 0.30 g of 4-bromo-pyridine, 0.80 g of KOH and 0.20 g of 18-crown-6-ether were added to 20 ml of dimethyl sulfoxide and heated to 150° C. for 8 hours. The reaction mixture was cooled, then added with water and extracted with ethyl acetate. The extract was dried over sodium sulfate, and the solvent was evaporated under reduced pressure. The resulting residue was purified by silica gel column chromatography (ethyl acetate) to obtain 0.19 g of the titl... RXN SMILES: [OH:1][CH2:2][CH2:3][CH2:4][CH2:5][CH2:6][S:7][C:8]1[NH:9][C:10]2[CH:16]=[CH:15][CH:14]=[CH:13][C:11]=2[N:12]=1.Br[C:18]1[CH:23]=[CH:22][N:21]=[CH:20][CH:19]=1.[OH-].[K+].C1OCCOCCOCCOCCOCCOC1>O.CS(C)=O>[N:21]1[CH:22]=[CH:23][C:18]([O:1][CH2:2][CH2:3][CH2:4][CH2:5][CH2:6][S:7][C:8]2[NH:12][C:11]3[CH:13]=[CH:14][CH:15]=[CH:16][C:10]=3[N:9]=2)=[CH:19][CH:20]=1 |f:2.3|. Isolated yield 31.9%. Reaction conditions: temperature 150 celsius. Product: N1=CC=C(C=C1)OCCCCCSC=1NC2=C(N1)C=CC=C2 (2-(5-(4-Pyridyloxy)pentylthio)benzimidazole). Starting materials: OCCCCCSC=1NC2=C(N1)C=CC=C2 (2-(5-Hydroxypentylthio)benzimidazole), BrC1=CC=NC=C1 (4-bromo-pyridine), [OH-].[K+] (KOH), C1COCCOCCOCCOCCOCCO1 (18-crown-6-ether). Starting materials: BrCCCS(=NC(C1=CN=CC(=C1)C#CC1=CC(=CC=C1)NC(=O)C=1OC=CC1C)=O)(C1=CC=CC=C1)=O (N-[(3-bromopropyl)(oxido)phenyl--sulfanylidene]-5-({3-[(3-methyl-2-furoyl)amino]phenyl}ethynyl)nicotinamide), CNCCO (2-methylaminoethanol). Product: OCCN(CCC[S@@](=NC(C1=CN=CC(=C1)C#CC1=CC(=CC=C1)NC(=O)C=1OC=CC1C)=O)(C1=CC=CC=C1)=O)C ((S)-N-[{3-[(2-hydroxyethyl)(methyl)amino]propyl}(oxido)phenyl--sulfanylidene]-5-({3-[(3-methyl-2-furoyl)amino]phenyl}ethynyl)nicotinamide). As a reaction SMILES: Br[CH2:2][CH2:3][CH2:4][S:5](=[O:38])([C:32]1[CH:37]=[CH:36][CH:35]=[CH:34][CH:33]=1)=[N:6][C:7](=[O:31])[C:8]1[CH:13]=[C:12]([C:14]#[C:15][C:16]2[CH:21]=[CH:20][CH:19]=[C:18]([NH:22][C:23]([C:25]3[O:26][CH:27]=[CH:28][C:29]=3[CH3:30])=[O:24])[CH:17]=2)[CH:11]=[N:10][CH:9]=1.[CH3:39][NH:40][CH2:41][CH2:42][OH:43]>>[OH:43][CH2:42][CH2:41][N:40]([CH3:39])[CH2:2][CH2:3][CH2:4][S@:5](=[O:38])([C:32]1[CH:37]=[CH:36][CH:35]=[CH:34][CH:33]=1)=[N:6][C:7](=[O:31])[C:8]1[CH:13]=[C:12]([C:14]#[C:15][C:16]2[CH:21]=[CH:20][CH:19]=[C:18]([NH:22][C:23]([C:25]3[O:26][CH:27]=[CH:28][C:29]=3[CH3:30])=[O:24])[CH:17]=2)[CH:11]=[N:10][CH:9]=1. Reported procedure: In a manner similar to that described for Example 508, N-[(3-bromopropyl)(oxido)phenyl--sulfanylidene]-5-({3-[(3-methyl-2-furoyl)amino]phenyl}ethynyl)nicotinamide and 2-methylaminoethanol were converted to the title compound. The reactants are CCO, COc1cc(C(=O)O)c(F)cc1[N+](=O)[O-]. Product: COc1cc(C(=O)O)c(F)cc1N. Reaction SMILES: [CH3:16][CH2:17][OH:18].[F:1][c:2]1[c:3]([C:4](=[O:5])[OH:6])[cH:7][c:8]([O:14][CH3:15])[c:9]([N+:11]([O-:12])=[O:13])[cH:10]1>>[F:1][c:2]1[c:3]([C:4](=[O:5])[OH:6])[cH:7][c:8]([O:14][CH3:15])[c:9]([NH2:11])[cH:10]1. Starting materials: O=C(CBr)Nc1nc(-c2ccco2)c(C(=O)C2CCOCC2)s1, C1CCOC1, CNC. The product is CN(C)CC(=O)Nc1nc(-c2ccco2)c(C(=O)C2CCOCC2)s1. As a reaction SMILES: [Br:1][CH2:2][C:3](=[O:4])[NH:5][c:6]1[s:7][c:8]([C:16](=[O:17])[CH:18]2[CH2:19][CH2:20][O:21][CH2:22][CH2:23]2)[c:9](-[c:11]2[o:12][cH:13][cH:14][cH:15]2)[n:10]1.[CH2:27]1[O:28][CH2:29][CH2:30][CH2:31]1.[CH3:24][NH:25][CH3:26]>>[CH2:2]([C:3](=[O:4])[NH:5][c:6]1[s:7][c:8]([C:16](=[O:17])[CH:18]2[CH2:19][CH2:20][O:21][CH2:22][CH2:23]2)[c:9](-[c:11]2[o:12][cH:13][cH:14][cH:15]2)[n:10]1)[N:25]([CH3:24])[CH3:26]. As a reaction SMILES: COC1C=C(C)C(S(N2CCCCC2COCC(O)=O)(=O)=O)=C(C)C=1.N1C=CC=C(C2(O)CCNCC2)C=1.C(=O)(O)[O-].[Na+].[OH:44][C:45]1([C:75]2[CH:76]=[N:77][CH:78]=[CH:79][CH:80]=2)[CH2:50][CH2:49][N:48]([C:51](=[O:74])[CH2:52][O:53][CH2:54][CH:55]2[CH2:60][CH2:59][CH2:58][CH2:57][N:56]2[S:61]([C:64]2[C:69]([CH3:70])=[CH:68][C:67]([O:71][CH3:72])=[CH:66][C:65]=2[CH3:73])(=[O:63])=[O:62])[CH2:47][CH2:46]1.[Cl:81][Si](C)(C)C>C(Cl)Cl.C(C(C)=O)C.C(OCC)C>[ClH:81].[OH:44][C:45]1([C:75]2[CH:76]=[N:77][CH:78]=[CH:79][CH:80]=2)[CH2:50][CH2:49][N:48]([C:51](=[O:74])[CH2:52][O:53][CH2:54][CH:55]2[CH2:60][CH2:59][CH2:58][CH2:57][N:56]2[S:61]([C:64]2[C:65]([CH3:73])=[CH:66][C:67]([O:71][CH3:72])=[CH:68][C:69]=2[CH3:70])(=[O:62])=[O:63])[CH2:47][CH2:46]1 |f:2.3,9.10|. Run at time 1 hour. Run in C(Cl)Cl (methylene chloride), C(C)OCC (Diethyl ether), C(Cl)Cl (methylene chloride), C(C)C(=O)C (methyl ethyl ketone). The reactants are N,N′-Carbonyldiimidazole, COC1=CC(=C(C(=C1)C)S(=O)(=O)N1C(CCCC1)COCC(=O)O)C (2-((1-(4-methoxy-2,6-dimethylphenylsulfonyl)piperidin-2-yl)methoxy)acetic acid), N1=CC(=CC=C1)C1(CCNCC1)O (4-(pyridin-3-yl)piperidin-4-ol), C([O-])(O)=O.[Na+] (sodium bicarbonate), OC1(CCN(CC1)C(COCC1N(CCCC1)S(=O)(=O)C1=C(C=C(C=C1C)OC)C)=O)C=1C=NC=CC1 (1-(4-Hydroxy-4-(pyridin-3-yl)piperidin-1-yl)-2-((1-(4-methoxy-2,6-dimethylphenylsulfonyl)piperidin-2-yl)methoxy)ethanone), Cl[Si](C)(C)C (chlorotrimethylsilane). Procedure: N,N′-Carbonyldiimidazole (68 mg, 0.424 mmol) was added to a solution of 2-((1-(4-methoxy-2,6-dimethylphenylsulfonyl)piperidin-2-yl)methoxy)acetic acid (150 mg, 0.404 mmol) in methylene chloride (5 ml) and the mixture was stirred for 1 h at room temperature. A solution of 4-(pyridin-3-yl)piperidin-4-ol (A2) (72 mg, 0.404 mmol) in methylene chloride (2 ml) was subsequently added and the reaction mixture was stirred for 15 h at room temperature. Thereafter, saturated sodium bicarbonate solution (10... Product: Cl.OC1(CCN(CC1)C(COCC1N(CCCC1)S(=O)(=O)C1=C(C=C(C=C1C)OC)C)=O)C=1C=NC=CC1 (1-(4-Hydroxy-4-(pyridin-3-yl)piperidin-1-yl)-2-((1-(4-methoxy-2,6-dimethylphenylsulfonyl)piperidin-2-yl)methoxy)ethanone hydrochloride). Starting materials: NC=1C=C(C(=O)N(C2=CC(=CC=C2)OC)CCN2CCC(CC2)C(C2=CC=C(C=C2)F)=O)C=CC1 (3-amino-N-{2-[4-(4-fluorobenzoyl)piperidino]ethyl}-N-(3-methoxyphenyl)benzamide), C(C)(=O)OC(C)=O (acetic anhydride). The product is C(C)(=O)NC=1C=C(C(=O)N(C2=CC(=CC=C2)OC)CCN2CCC(CC2)C(C2=CC=C(C=C2)F)=O)C=CC1 (3-Acetylamino-N-{2-[4-(4-fluorobenzoyl)piperidino]ethyl}-N-(3-methoxyphenyl)benzamide). Isolated yield 84.8%. As a reaction SMILES: [NH2:1][C:2]1[CH:3]=[C:4]([CH:33]=[CH:34][CH:35]=1)[C:5]([N:7]([CH2:16][CH2:17][N:18]1[CH2:23][CH2:22][CH:21]([C:24](=[O:32])[C:25]2[CH:30]=[CH:29][C:28]([F:31])=[CH:27][CH:26]=2)[CH2:20][CH2:19]1)[C:8]1[CH:13]=[CH:12][CH:11]=[C:10]([O:14][CH3:15])[CH:9]=1)=[O:6].[C:36](OC(=O)C)(=[O:38])[CH3:37]>>[C:36]([NH:1][C:2]1[CH:3]=[C:4]([CH:33]=[CH:34][CH:35]=1)[C:5]([N:7]([CH2:16][CH2:17][N:18]1[CH2:23][CH2:22][CH:21]([C:24](=[O:32])[C:25]2[CH:26]=[CH:27][C:28]([F:31])=[CH:29][CH:30]=2)[CH2:20][CH2:19]1)[C:8]1[CH:13]=[CH:12][CH:11]=[C:10]([O:14][CH3:15])[CH:9]=1)=[O:6])(=[O:38])[CH3:37]. Procedure details: Using 3-amino-N-{2-[4-(4-fluorobenzoyl)piperidino]ethyl}-N-(3-methoxyphenyl)benzamide (216.0 mg, 0.45 mmol) and acetic anhydride (0.051 ml, 0.54 mmol), the procedure of Inventive Example 97 was repeated to obtain 197.5 mg (84.9%) of the title compound in a colorless amorphous form.